This data is from the Open Reaction Database (ORD), a public repository of structured organic reaction records. The task is: describe an organic reaction: reactants, conditions, products, and yield Reactants: ClC=1C=C(C=NC2=CC=C(C=C2)S(N)(=O)=O)C=CC1OC (N-(3-chloro-4-methoxybenzylidene)-4-sulfamoylaniline), C[Si](C)(C)C#N (trimethylsilyl cyanide). Product: ClC=1C=C(C=CC1OC)C(C#N)NC1=CC=C(C=C1)S(N)(=O)=O (α-(3-Chloro-4-methoxyphenyl)-α-(4-sulfamoylanilino)acetonitrile), powder. The yield is 64.0%. RXN SMILES: [Cl:1][C:2]1[CH:3]=[C:4]([CH:17]=[CH:18][C:19]=1[O:20][CH3:21])[CH:5]=[N:6][C:7]1[CH:12]=[CH:11][C:10]([S:13](=[O:16])(=[O:15])[NH2:14])=[CH:9][CH:8]=1.C[Si]([C:26]#[N:27])(C)C>>[Cl:1][C:2]1[CH:3]=[C:4]([CH:5]([NH:6][C:7]2[CH:8]=[CH:9][C:10]([S:13](=[O:16])(=[O:15])[NH2:14])=[CH:11][CH:12]=2)[C:26]#[N:27])[CH:17]=[CH:18][C:19]=1[O:20][CH3:21]. Procedure: Following a procedure similar to that described in Example 1(ii), but using N-(3-chloro-4-methoxybenzylidene)-4-sulfamoylaniline [prepared as described in step (i) above] and trimethylsilyl cyanide as starting materials, the title compound was obtained as a slightly yellow powder (yield 64%). Starting materials: COC(=O)c1ccc(N=C=S)c(C)c1, COC(=O)C(N)CC(C)C, NCCO, CCCC(C)(N)CO. The product is COC(=O)c1ccc(N=C2NC(CC(C)C)CS2)c(C)c1. RXN SMILES: [CH3:23][O:24][C:25](=[O:26])[c:27]1[cH:28][c:29]([CH3:36])[c:30]([N:33]=[C:34]=[S:35])[cH:31][cH:32]1.[CH3:9][O:10][C:11]([CH:12]([NH2:13])[CH2:14][CH:15]([CH3:16])[CH3:17])=[O:18].[OH:19][CH2:20][CH2:21][NH2:22].[OH:1][CH2:2][C:3]([NH2:4])([CH3:5])[CH2:6][CH2:7][CH3:8]>>[CH2:11]1[CH:12]([CH2:14][CH:15]([CH3:16])[CH3:17])[NH:13][C:34](=[N:33][c:30]2[c:29]([CH3:36])[cH:28][c:27]([C:25]([O:24][CH3:23])=[O:26])[cH:32][cH:31]2)[S:35]1. The reactants are ClC=CC(CCl)=O (1,4-Dichloro-1-buten-3-one), ClC=CC(C(C)C)=O (1-chloro-4-methyl-1-penten-3-one), NC1=NNC=N1 (3-amino-1,2,4-triazole). The solvent is C(C)(=O)O (acetic acid). Product: ClCC1=CC=NC=2N1N=CN2 (7-chloromethyl-1,2,4-triazolo[1,5-a]pyrimidine). Reaction SMILES: [Cl:1][CH:2]=[CH:3][C:4](=O)[CH2:5]Cl.ClC=CC(=O)C(C)C.[NH2:16][C:17]1[N:21]=[CH:20][NH:19][N:18]=1>C(O)(=O)C>[Cl:1][CH2:2][C:3]1[N:18]2[N:19]=[CH:20][N:21]=[C:17]2[N:16]=[CH:5][CH:4]=1. Procedure: 1,4-Dichloro-1-buten-3-one (10.9 g) (prepared in a manner analogous to the preparation of 1-chloro-4-methyl-1-penten-3-one described in Example 20 below), 3-amino-1,2,4-triazole (6.5 g) and glacial acetic acid were heated under reflux for 1 hour and 30 minutes. The reaction mixture was poured onto ice and extracted with dichloromethane. The organic layer was dried over magnesium sulphate and the solvent was evaporated to give a solid. The crude product was purified by flash chromatography using ...